Dataset: the Open Reaction Database (ORD), a public repository of structured organic reaction records. Task: describe an organic reaction: reactants, conditions, products, and yield The reactants are COC1=C(CC(C(=O)OCC)C(=O)OCC)C=CC=C1 (diethyl o-methoxybenzylmalonate), Cl.C(=N)N (formamidine hydrochloride), P(=O)(Cl)(Cl)Cl (phosphorus oxychloride). Yields the product ClC1=NC=NC(=C1CC1=C(C=CC=C1)OC)Cl (4,6-dichloro-5-(o-methoxybenzyl)pyrimidine). Reaction SMILES: [CH3:1][O:2][C:3]1[CH:20]=[CH:19][CH:18]=[CH:17][C:4]=1[CH2:5][CH:6]([C:12](OCC)=O)[C:7](OCC)=O.[ClH:21].[CH:22]([NH2:24])=[NH:23].P(Cl)(Cl)([Cl:27])=O>>[Cl:21][C:12]1[C:6]([CH2:5][C:4]2[CH:17]=[CH:18][CH:19]=[CH:20][C:3]=2[O:2][CH3:1])=[C:7]([Cl:27])[N:24]=[CH:22][N:23]=1 |f:1.2|. Procedure details: Reaction of diethyl o-methoxybenzylmalonate with formamidine hydrochloride yielded 5-(o-methoxybenzyl)-6-hydroxy-4(3H)-pyrimidione from which, by reaction with phosphorus oxychloride, there was obtained 4,6-dichloro-5-(o-methoxybenzyl)pyrimidine, melting point 95°-96° C. Starting materials: OC=1C=C(C(=O)OC)C=CC1OC (methyl 3-hydroxy-4-methoxybenzoate), ClC(C#C)(C)C (3-chloro-3-methyl-1-butyne), C([O-])([O-])=O.[Cs+].[Cs+] (cesium carbonate), CN(C)C=O (DMF), ClC(C#C)(C)C (3-Chloro-3-methyl-1-butyne). Solvent: O (water). Conditions: temperature 80 celsius, time 1 hour. The product is CC(C#C)(OC=1C=C(C(=O)OC)C=CC1OC)C (Methyl 3-(1,1-dimethyl-2-propyn-1-yloxy)-4-methoxybenzoate). As a reaction SMILES: [OH:1][C:2]1[CH:3]=[C:4]([CH:9]=[CH:10][C:11]=1[O:12][CH3:13])[C:5]([O:7][CH3:8])=[O:6].Cl[C:15]([CH3:19])([CH3:18])[C:16]#[CH:17].C(=O)([O-])[O-].[Cs+].[Cs+].CN(C=O)C>O>[CH3:18][C:15]([CH3:19])([O:1][C:2]1[CH:3]=[C:4]([CH:9]=[CH:10][C:11]=1[O:12][CH3:13])[C:5]([O:7][CH3:8])=[O:6])[C:16]#[CH:17] |f:2.3.4|. Procedure: A mixture of methyl 3-hydroxy-4-methoxybenzoate (5.41 g), 3-chloro-3-methyl-1-butyne (10 ml), cesium carbonate (19.4 g), and DMF (54 ml) was stirred at 80° C. for one hour. 3-Chloro-3-methyl-1-butyne (5 ml) was further added to the mixture followed by stirring at 90° C. for 3 hours. After being allowed to stand for cooling, water was added to the mixture followed by extraction with ether. The organic layer was washed with a 1N aqueous solution of sodium hydroxide and with a saturated saline and ...